This data is from the Open Reaction Database (ORD), a public repository of structured organic reaction records. The task is: describe an organic reaction: reactants, conditions, products, and yield Starting materials: CCOc1cc(C(O)c2ccc(OC)c([N+](=O)[O-])c2)ccc1OC, ClCCl, O=[Mn]=O. Product: CCOc1cc(C(=O)c2ccc(OC)c([N+](=O)[O-])c2)ccc1OC. RXN SMILES: [CH2:1]([CH3:2])[O:3][c:4]1[cH:5][c:6]([CH:12]([OH:13])[c:14]2[cH:15][c:16]([N+:22](=[O:23])[O-:24])[c:17]([O:20][CH3:21])[cH:18][cH:19]2)[cH:7][cH:8][c:9]1[O:10][CH3:11].[Cl:25][CH2:26][Cl:27].[O:28]=[Mn:29]=[O:30]>>[CH2:1]([CH3:2])[O:3][c:4]1[cH:5][c:6]([C:12](=[O:13])[c:14]2[cH:15][c:16]([N+:22](=[O:23])[O-:24])[c:17]([O:20][CH3:21])[cH:18][cH:19]2)[cH:7][cH:8][c:9]1[O:10][CH3:11]. Reactants: COC(C1=C(C=C(C=C1)S(=O)(=O)NCC1=CC(=CC=C1)OC(C)=O)Cl)=O (4-[(3-acetoxybenzylamino)sulfonyl]-2-chlorobenzoic acid methyl ester), [OH-].[Li+] (lithium hydroxide). Solvent: CO (methanol), O1CCCC1 (tetrahydrofuran). Yields the product C(C1=CC=CC=C1)(=O)O (benzoic acid). Reaction SMILES: C[O:2][C:3](=[O:26])[C:4]1[CH:9]=[CH:8][C:7](S(NCC2C=CC=C(OC(=O)C)C=2)(=O)=O)=[CH:6][C:5]=1Cl.[OH-].[Li+]>CO.O1CCCC1>[C:3]([OH:26])(=[O:2])[C:4]1[CH:9]=[CH:8][CH:7]=[CH:6][CH:5]=1 |f:1.2|. Reported procedure: A stirred solution of 4-[(3-acetoxybenzylamino)sulfonyl]-2-chlorobenzoic acid methyl ester (163 mg; 0.41 mmol) in methanol (3 mL) and tetrahydrofuran (3 mL) was treated at room temperature with an aqueous 1 N lithium hydroxide solution (1.65 mL). After 2 hr the volatiles were removed under reduced pressure and the residual material was dissolved in water (15 mL) and the solution filtered through Celite. The filtrate was acidified with 1 N HCl (2 mL) and extracted with ethyl acetate (3×10 mL). Af... The reactants are CC(=O)N(C1CCC(C)(C)CC1)C1CC(C(=O)N2CCN(C)CC2)N(C(=O)OC(C)(C)C)C1, ClCCl, Cl. The product is CC(=O)N(C1CCC(C)(C)CC1)C1CNC(C(=O)N2CCN(C)CC2)C1. RXN SMILES: [C:1]([O:2][C:3]([CH3:4])([CH3:5])[CH3:6])(=[O:7])[N:8]1[CH:9]([C:25](=[O:26])[N:27]2[CH2:28][CH2:29][N:30]([CH3:33])[CH2:31][CH2:32]2)[CH2:10][CH:11]([N:13]([CH:14]2[CH2:15][CH2:16][C:17]([CH3:20])([CH3:21])[CH2:18][CH2:19]2)[C:22]([CH3:23])=[O:24])[CH2:12]1.[Cl:35][CH2:36][Cl:37].[ClH:34]>>[NH:8]1[CH:9]([C:25](=[O:26])[N:27]2[CH2:28][CH2:29][N:30]([CH3:33])[CH2:31][CH2:32]2)[CH2:10][CH:11]([N:13]([CH:14]2[CH2:15][CH2:16][C:17]([CH3:20])([CH3:21])[CH2:18][CH2:19]2)[C:22]([CH3:23])=[O:24])[CH2:12]1. Reactants: CC(C)(C)OC(=O)N1CC(Nc2nccs2)C1, CO, CC#N, [H-], CI, [Na+]. The product is CN(c1nccs1)C1CN(C(=O)OC(C)(C)C)C1. RXN SMILES: [C:1](=[O:2])([O:3][C:4]([CH3:5])([CH3:6])[CH3:7])[N:8]1[CH2:9][CH:10]([NH:12][c:13]2[s:14][cH:15][cH:16][n:17]2)[CH2:11]1.[CH3:22][OH:23].[CH3:24][C:25]#[N:26].[H-:18].[I:20][CH3:21].[Na+:19]>>[C:1](=[O:2])([O:3][C:4]([CH3:5])([CH3:6])[CH3:7])[N:8]1[CH2:9][CH:10]([N:12]([c:13]2[s:14][cH:15][cH:16][n:17]2)[CH3:21])[CH2:11]1. The reactants are [N-]=[N+]=[N-].[Na+] (sodium azide), C(CCC\C=C/C\C=C/C\C=C/C\C=C/CCCCC)O (arachidonyl alcohol), S(=O)(=O)(C)Cl (mesyl chloride), O (water). Run in CN(C)C=O (DMF), N1=CC=CC=C1 (pyridine). Reaction conditions: temperature 90 celsius, time 5 hour. Product: C(CCC\C=C/C\C=C/C\C=C/C\C=C/CCCCC)N=[N+]=[N-] (arachidonyl azide). The yield is 72.7%. As a reaction SMILES: [CH2:1](O)[CH2:2][CH2:3][CH2:4]/[CH:5]=[CH:6]\[CH2:7]/[CH:8]=[CH:9]\[CH2:10]/[CH:11]=[CH:12]\[CH2:13]/[CH:14]=[CH:15]\[CH2:16][CH2:17][CH2:18][CH2:19][CH3:20].S(Cl)(C)(=O)=O.O.[N-:28]=[N+:29]=[N-:30].[Na+]>N1C=CC=CC=1.CN(C=O)C>[CH2:1]([N:28]=[N+:29]=[N-:30])[CH2:2][CH2:3][CH2:4]/[CH:5]=[CH:6]\[CH2:7]/[CH:8]=[CH:9]\[CH2:10]/[CH:11]=[CH:12]\[CH2:13]/[CH:14]=[CH:15]\[CH2:16][CH2:17][CH2:18][CH2:19][CH3:20] |f:3.4|. Procedure: To a magnetically stirred solution of 50 mg (0.17 mmol) of arachidonyl alcohol in 1 mL of pyridine was added 29.2 mg (0.225 mmol) of mesyl chloride at 0° C. After stirring for 5 hours, the reaction mixture was poured into 2 mL of cold water and extracted with diethyl ether (2×4 mL). The combined ether extracts were washed with 1 N sulfuric acid and saturated sodium bicarbonate solution and evaporated in vacuo. The crude mesylate was dissolved in 2 mL of anhydrous DMF, and then a solution of 6.5 ...